Dataset: the Open Reaction Database (ORD), a public repository of structured organic reaction records. Task: describe an organic reaction: reactants, conditions, products, and yield Reactants: O=C1CCC(=O)N1Br, c1ccc(COOCc2ccccc2)cc1, Cc1cc2cccc(F)c2n(-c2ccccc2)c1=O, c1ccccc1. Yields the product O=c1c(CBr)cc2cccc(F)c2n1-c1ccccc1. Reaction SMILES: [Br:20][N:21]1[C:22](=[O:23])[CH2:24][CH2:25][C:26]1=[O:27].[CH2:28]([O:29][O:30][CH2:31][c:32]1[cH:33][cH:34][cH:35][cH:36][cH:37]1)[c:38]1[cH:39][cH:40][cH:41][cH:42][cH:43]1.[c:1]1(-[n:7]2[c:8](=[O:19])[c:9]([CH3:18])[cH:10][c:11]3[cH:12][cH:13][cH:14][c:15]([F:17])[c:16]23)[cH:2][cH:3][cH:4][cH:5][cH:6]1.[cH:44]1[cH:45][cH:46][cH:47][cH:48][cH:49]1>>[c:1]1(-[n:7]2[c:8](=[O:19])[c:9]([CH2:18][Br:20])[cH:10][c:11]3[cH:12][cH:13][cH:14][c:15]([F:17])[c:16]23)[cH:2][cH:3][cH:4][cH:5][cH:6]1. Starting materials: FC=1C=C(C=C(C1)F)C(C)=O (3′,5′-difluoroacetophenone), [C-]#N.[Na+] (sodium cyanide), C([O-])([O-])=O.[NH4+].[NH4+] (ammonium carbonate), O (water). The solvent is CCO (EtOH). Yields the product FC=1C=C(C=C(C1)F)C1(C(NC(N1)=O)=O)C ((±)-5-(3,5-Difluorophenyl)-5-methylimidazolidine-2,4-dione). RXN SMILES: [F:1][C:2]1[CH:3]=[C:4]([C:9](=O)[CH3:10])[CH:5]=[C:6]([F:8])[CH:7]=1.[C-:12]#[N:13].[Na+].[C:15](=[O:18])([O-])[O-].[NH4+:19].[NH4+].[OH2:21]>CCO>[F:1][C:2]1[CH:3]=[C:4]([C:9]2([CH3:10])[NH:19][C:12](=[O:21])[NH:13][C:15]2=[O:18])[CH:5]=[C:6]([F:8])[CH:7]=1 |f:1.2,3.4.5|. Procedure: A suspension of 3′,5′-difluoroacetophenone (5.00 g, 32.0 mmol), sodium cyanide (4.71 g, 96.1 mmol), and ammonium carbonate (30.8 g, 320 mmol) was heated at 70° C. in EtOH (60 mL) and water (60 mL) for 4 h. The reaction mixture was cooled to ambient temperature and the resulting precipitate filtered and rinsed with water to produce a white solid. The filtrate was extracted with EtOAc (2×250 mL). The combined organic extracts were washed with brine (100 mL), dried over MgSO4, filtered and concentr... The reactants are O=C1CC(CN1CC1=CC=CC=C1)C(=O)O (5-oxo-1-(phenylmethyl)-3-pyrrolidinecarboxylic acid), C(=O)(N1C=NC=C1)N1C=NC=C1 (carbonyldiimidazole), C1(CC1)N (cyclopropylamine). Solvent: C(C)#N (acetonitrile). Reaction conditions: temperature 60 celsius, time 18 hour. Yields the product O=C1CC(CN1CC1=CC=CC=C1)C(=O)NC1CC1 (5-oxo-1-(phenylmethyl)-N-cyclopropyl-3-pyrrolidinecarboxamide). The yield is 94.5%. RXN SMILES: [O:1]=[C:2]1[N:6]([CH2:7][C:8]2[CH:13]=[CH:12][CH:11]=[CH:10][CH:9]=2)[CH2:5][CH:4]([C:14]([OH:16])=O)[CH2:3]1.C(N1C=CN=C1)(N1C=CN=C1)=O.[CH:29]1([NH2:32])[CH2:31][CH2:30]1>C(#N)C>[O:1]=[C:2]1[N:6]([CH2:7][C:8]2[CH:9]=[CH:10][CH:11]=[CH:12][CH:13]=2)[CH2:5][CH:4]([C:14]([NH:32][CH:29]2[CH2:31][CH2:30]2)=[O:16])[CH2:3]1. Procedure: To a solution of 16.4 g (75 mmole) of 5-oxo-1-(phenylmethyl)-3-pyrrolidinecarboxylic acid in 150 ml of acetonitrile was added 13.8 g (85 mmole) of carbonyldiimidazole. The reaction was heated to 60° C. for one hour, cooled to room temperature and treated with 4.85 g (85 mmole) of cyclopropylamine. The reaction was stirred at room temperature for 18 hours, the solvent removed in vacuo and the residue partitioned between chloroform and water. The organic layer was washed with water, 1N hydrochlori... Reactants: Cn1c(N2CCN(CCO)CC2)cc(=O)n(C)c1=O, CCOC(=O)N=NC(=O)OCC, C1CCOC1, O=c1cc(-c2ccccc2)oc2ccc(O)cc12, c1ccc(P(c2ccccc2)c2ccccc2)cc1. The product is Cn1c(N2CCN(CCOc3ccc4oc(-c5ccccc5)cc(=O)c4c3)CC2)cc(=O)n(C)c1=O. RXN SMILES: [CH3:1][n:2]1[c:3](=[O:19])[n:4]([CH3:18])[c:5](=[O:17])[cH:6][c:7]1[N:8]1[CH2:9][CH2:10][N:11]([CH2:14][CH2:15][OH:16])[CH2:12][CH2:13]1.[O:57]=[C:58]([O:59][CH2:60][CH3:61])[N:62]=[N:63][C:64]([O:65][CH2:66][CH3:67])=[O:68].[O:69]1[CH2:70][CH2:71][CH2:72][CH2:73]1.[OH:20][c:21]1[cH:22][cH:23][c:24]2[c:25]([c:26](=[O:36])[cH:27][c:28](-[c:30]3[cH:31][cH:32][cH:33][cH:34][cH:35]3)[o:29]2)[cH:37]1.[c:38]1([P:39]([c:40]2[cH:41][cH:42][cH:43][cH:44][cH:45]2)[c:46]2[cH:47][cH:48][cH:49][cH:50][cH:51]2)[cH:52][cH:53][cH:54][cH:55][cH:56]1>>[CH3:1][n:2]1[c:3](=[O:19])[n:4]([CH3:18])[c:5](=[O:17])[cH:6][c:7]1[N:8]1[CH2:9][CH2:10][N:11]([CH2:14][CH2:15][O:16][c:21]2[cH:22][cH:23][c:24]3[c:25]([c:26](=[O:36])[cH:27][c:28](-[c:30]4[cH:31][cH:32][cH:33][cH:34][cH:35]4)[o:29]3)[cH:37]2)[CH2:12][CH2:13]1. Starting materials: CCO, CC(C)(C)OC(=O)N1CCN(c2cccc(OC3CCCCO3)c2)CC1, Cc1ccc(S(=O)(=O)[O-])cc1, c1cc[nH+]cc1. The product is CC(C)(C)OC(=O)N1CCN(c2cccc(O)c2)CC1. RXN SMILES: [CH3:44][CH2:45][OH:46].[O:1]1[CH2:2][CH2:3][CH2:4][CH2:5][CH:6]1[O:7][c:8]1[cH:9][c:10]([N:14]2[CH2:15][CH2:16][N:17]([C:20](=[O:21])[O:22][C:23]([CH3:24])([CH3:25])[CH3:26])[CH2:18][CH2:19]2)[cH:11][cH:12][cH:13]1.[c:27]1([CH3:28])[cH:29][cH:30][c:31]([S:32]([O-:33])(=[O:34])=[O:35])[cH:36][cH:37]1.[nH+:38]1[cH:39][cH:40][cH:41][cH:42][cH:43]1>>[OH:7][c:8]1[cH:9][c:10]([N:14]2[CH2:15][CH2:16][N:17]([C:20](=[O:21])[O:22][C:23]([CH3:24])([CH3:25])[CH3:26])[CH2:18][CH2:19]2)[cH:11][cH:12][cH:13]1.